From a dataset of the Open Reaction Database (ORD), a public repository of structured organic reaction records. describe an organic reaction: reactants, conditions, products, and yield The reactants are C (charcoal), CO (methanol), C1(CCC1)=O (Cyclobutanone), BrC=1C(=CC2=C(C=3N(CCO2)C=C(N3)C(=O)N)C1)F (10-bromo-9-fluoro-5,6-dihydroimidazo[1,2-d][1,4]benzoxazepine-2-carboxamide). Yields the product FC1=CC2=C(C=3N(CCO2)C=C(N3)C(=O)N)C=C1C#CC1(CCC1)O (9-fluoro-10-((1-hydroxycyclobutyl)ethynyl)-5,6-dihydrobenzo[f]imidazo[1,2-d][1,4]oxazepine-2-carboxamide). RXN SMILES: [C:1]1(=[O:5])[CH2:4][CH2:3][CH2:2]1.Br[C:7]1[C:8]([F:24])=[CH:9][C:10]2[O:16][CH2:15][CH2:14][N:13]3[CH:17]=[C:18]([C:20]([NH2:22])=[O:21])[N:19]=[C:12]3[C:11]=2[CH:23]=1.[CH4:25].[CH3:26]O>>[F:24][C:8]1[C:7]([C:25]#[C:26][C:1]2([OH:5])[CH2:4][CH2:3][CH2:2]2)=[CH:23][C:11]2[C:12]3[N:13]([CH:17]=[C:18]([C:20]([NH2:22])=[O:21])[N:19]=3)[CH2:14][CH2:15][O:16][C:10]=2[CH:9]=1. Reported procedure: Cyclobutanone (0.2 g) was subjected to similar to as described in Procedure A to form crude 1-ethynylcyclobutanol which was reacted with 10-bromo-9-fluoro-5,6-dihydroimidazo[1,2-d][1,4]benzoxazepine-2-carboxamide (0.1 g) via similar to as described in Procedure E to afford 33.8 mg of 9-fluoro-10-((1-hydroxycyclobutyl)ethynyl)-5,6-dihydrobenzo[f]imidazo[1,2-d][1,4]oxazepine-2-carboxamide after triteration from methanol and activated charcoal treatment. The mother liquor was concentrated and purif... The reactants are C(C1=CC=CC=C1)(C1=CC=CC=C1)N1C(CC1)CC#N (1-benzhydryl-2-(cyanomethyl)azetidine), [OH-].[Na+] (sodium hydroxide), C(C)O (ethanol). The solvent is O (water), O (water). Yields the product C(C1=CC=CC=C1)(C1=CC=CC=C1)N1C(CC1)C(=O)O (1-benzhydryl-2-azetidine carboxylic acid). Reaction SMILES: [CH:1]([N:14]1CC[CH:15]1[CH2:18]C#N)([C:8]1[CH:13]=[CH:12][CH:11]=[CH:10][CH:9]=1)[C:2]1[CH:7]=[CH:6][CH:5]=[CH:4][CH:3]=1.[OH-:21].[Na+].[CH2:23]([OH:25])[CH3:24]>O>[CH:1]([N:14]1[CH2:15][CH2:18][CH:24]1[C:23]([OH:21])=[O:25])([C:8]1[CH:13]=[CH:12][CH:11]=[CH:10][CH:9]=1)[C:2]1[CH:7]=[CH:6][CH:5]=[CH:4][CH:3]=1 |f:1.2|. Procedure details: A mixture of the 1C, 2.5 g of sodium hydroxide, 36 ml of ethanol and 24 ml of water was refluxed for 6 hours, then left to cool for 16 hours. The mixture then was poured into water, washed with ether and acidified to pH 5. The solvent was evaporated, the residue was taken up in methanol, the solution was filtered and the methanol was evaporated. The residue was dissolved in chloroform; the solution was washed with brine, dried and the solvent was evaporated, to give 1-benzhydryl-2-azetidine carb...